Dataset: the Open Reaction Database (ORD), a public repository of structured organic reaction records. Task: describe an organic reaction: reactants, conditions, products, and yield Starting materials: CC(O)(CBr)C(=O)O, Cc1cc(N)ccc1[N+](=O)[O-], O, O=S(Cl)Cl. The product is Cc1cc(NC(=O)C(C)(O)CBr)ccc1[N+](=O)[O-]. As a reaction SMILES: [Br:5][CH2:6][C:7]([C:8](=[O:9])[OH:10])([CH3:11])[OH:12].[CH3:13][c:14]1[cH:15][c:16]([NH2:17])[cH:18][cH:19][c:20]1[N+:21](=[O:22])[O-:23].[OH2:24].[S:1]([Cl:2])([Cl:3])=[O:4]>>[Br:5][CH2:6][C:7]([C:8](=[O:9])[NH:17][c:16]1[cH:15][c:14]([CH3:13])[c:20]([N+:21](=[O:22])[O-:23])[cH:19][cH:18]1)([CH3:11])[OH:12]. Reactants: C1CCOC1, CO, CC1(C)NC(=O)c2c([N+](=O)[O-])cccc21, [H-], CI, [Na+], O. Yields the product CN1C(=O)c2c([N+](=O)[O-])cccc2C1(C)C. As a reaction SMILES: [CH2:22]1[O:23][CH2:24][CH2:25][CH2:26]1.[CH3:18][OH:19].[CH3:1][C:2]1([CH3:15])[NH:3][C:4](=[O:14])[c:5]2[c:6]([N+:11](=[O:12])[O-:13])[cH:7][cH:8][cH:9][c:10]21.[H-:17].[I:20][CH3:21].[Na+:16].[OH2:27]>>[CH3:1][C:2]1([CH3:15])[N:3]([CH3:18])[C:4](=[O:14])[c:5]2[c:6]([N+:11](=[O:12])[O-:13])[cH:7][cH:8][cH:9][c:10]21. Procedure details: K2CO3 (0.39 g, 2.8 mmol) and benzyl bromide (0.12 mL, 1.0 mmol) were added to a solution of 5-chloro-1H-pyrrolo[3,2-b]pyridine-2-carbaldehyde (0.17 g, 0.94 mmol, from Step 1) in DMF (3.6 mL). After 15 minutes, the reaction mixture was partitioned between EtOAc and water, and the organic layer was washed with two portions of water, one portion of brine, then dried over sodium sulfate, filtered and concentrated to afford 0.26 g of crude 1-benzyl-5-chloro-1H-pyrrolo[3,2-b]pyridine-2-carbaldehyde as... Reaction SMILES: [BH4-].[Na+].[CH2:3]([N:10]1[C:18]2[C:13](=[N:14][C:15]([Cl:19])=[CH:16][CH:17]=2)[CH:12]=[C:11]1[CH:20]=[O:21])[C:4]1[CH:9]=[CH:8][CH:7]=[CH:6][CH:5]=1>C1COCC1.CCO>[CH2:3]([N:10]1[C:18]2[C:13](=[N:14][C:15]([Cl:19])=[CH:16][CH:17]=2)[CH:12]=[C:11]1[CH2:20][OH:21])[C:4]1[CH:5]=[CH:6][CH:7]=[CH:8][CH:9]=1 |f:0.1|. Reactants: [BH4-].[Na+] (Sodium tetrahydroborate), C(C1=CC=CC=C1)N1C(=CC2=NC(=CC=C21)Cl)C=O (1-benzyl-5-chloro-1H-pyrrolo[3,2-b]pyridine-2-carbaldehyde). Run at time 15 minute. Solvent: C1CCOC1 (THF), CCO (EtOH). Product: C(C1=CC=CC=C1)N1C(=CC2=NC(=CC=C21)Cl)CO ((1-benzyl-5-chloro-1H-pyrrolo[3,2-b]pyridin-2-yl)methanol).